The task is: describe an organic reaction: reactants, conditions, products, and yield. This data is from the Open Reaction Database (ORD), a public repository of structured organic reaction records. The reactants are NNC(=S)N (Thiosemicarbazide), C(C)(C)N(C(C)=O)CCCC(C1=CC=CC=C1)=O (N-isopropyl-N-(4-oxo-4-phenyl-butyl)-acetamide), Cl (HCl), O (water). Solvent: CO (methanol). Product: NC(=S)NN=C(CCCN(C(C)=O)C(C)C)C1=CC=CC=C1 (N-[4-[(Aminothioxomethyl)hydrazono]-4-phenylbutyl]-N-(1-methylethyl)acetamide). Isolated yield 100.2%. Reaction SMILES: [NH2:1][NH:2][C:3]([NH2:5])=[S:4].[CH:6]([N:9]([CH2:13][CH2:14][CH2:15][C:16](=O)[C:17]1[CH:22]=[CH:21][CH:20]=[CH:19][CH:18]=1)[C:10](=[O:12])[CH3:11])([CH3:8])[CH3:7].Cl.O>CO>[NH2:5][C:3]([NH:2][N:1]=[C:16]([C:17]1[CH:18]=[CH:19][CH:20]=[CH:21][CH:22]=1)[CH2:15][CH2:14][CH2:13][N:9]([CH:6]([CH3:8])[CH3:7])[C:10](=[O:12])[CH3:11])=[S:4]. Procedure details: Thiosemicarbazide (6.1901 g, 67.9 mmol) was added to a solution of N-isopropyl-N-(4-oxo-4-phenyl-butyl)-acetamide (11.20 g, 45.3 mmol), prepared in the previous step, in 160 ml of methanol plus 12.2 ml of 1 N HCl, plus 12.2 ml of water and the reaction stirred at room temperature for 22 hours (overnight). The reaction was concentrated under reduced pressure to remove the methanol. The residue was partitioned between methylene chloride and water. The organic layer was separated, washed five times... Reactants: [N+](=O)([O-])C1=CC=C2CCCC(C2=C1)C(=O)OC1=CC=C(C=C1)OC (p-methoxyphenyl 7-nitro-1,2,3,4-tetrahydro-1-naphthoate). Reagents/catalysts: [C].[Pd] (palladium-carbon). Solvent: C(C)(=O)O (acetic acid). Product: NC1=CC=C2CCCC(C2=C1)C(=O)OC1=CC=C(C=C1)OC (p-methoxyphenyl 7-amino-1,2,3,4-tetrahydro-1-naphthoate). Reaction SMILES: [N+:1]([C:4]1[CH:13]=[C:12]2[C:7]([CH2:8][CH2:9][CH2:10][CH:11]2[C:14]([O:16][C:17]2[CH:22]=[CH:21][C:20]([O:23][CH3:24])=[CH:19][CH:18]=2)=[O:15])=[CH:6][CH:5]=1)([O-])=O>C(O)(=O)C.[C].[Pd]>[NH2:1][C:4]1[CH:13]=[C:12]2[C:7]([CH2:8][CH2:9][CH2:10][CH:11]2[C:14]([O:16][C:17]2[CH:18]=[CH:19][C:20]([O:23][CH3:24])=[CH:21][CH:22]=2)=[O:15])=[CH:6][CH:5]=1 |f:2.3|. Procedure: A 0.8-g portion of the p-methoxyphenyl 7-nitro-1,2,3,4-tetrahydro-1-naphthoate obtained above was catalytically reduced with 5% palladium-carbon in acetic acid. After removal of the catalyst by filtration, the acetic acid was removed by distillation under reduced pressure to obtain p-methoxyphenyl 7-amino-1,2,3,4-tetrahydro-1-naphthoate, which was then dissolved in diethyl ether, and dry gaseous hydrogen chloride was introduced into the resulting solution to obtain 520 mg of p-methoxyphenyl 7-am... The reactants are 67, EtOAc hexanes, BrCCCCCC(=O)Cl (6-bromohexanoyl chloride), NC1=CC=CC=C1 (aniline), TEA, C12H16BrNO. The solvent is C1CCOC1 (THF), C1CCOC1 (THF). Run at time 2 hour. The product is C1(=CC=CC=C1)NC(CCCCCBr)=O (6-Bromohexanoic acid phenylamide). As a reaction SMILES: [Br:1][CH2:2][CH2:3][CH2:4][CH2:5][CH2:6][C:7](Cl)=[O:8].[NH2:10][C:11]1[CH:16]=[CH:15][CH:14]=[CH:13][CH:12]=1>C1COCC1>[C:11]1([NH:10][C:7](=[O:8])[CH2:6][CH2:5][CH2:4][CH2:3][CH2:2][Br:1])[CH:16]=[CH:15][CH:14]=[CH:13][CH:12]=1. Procedure: To a solution of 6-bromohexanoyl chloride (1.00 mL, 6.53 mmol) in THF (35 mL) at 0° C. was added dropwise a solution of aniline (0.60 mL, 6.53 mmol) and TEA (1.09 mL, 7.84 mmol) in THF (5 mL) The reaction mixture was allowed to warm to ambient temperature and stirred for 2 h. The mixture was filtered, the solids rinsed with EtOAc, and the filtrate reduced under vacuum. The residue was partitioned between H2O (15 mL) and EtOAc (20 mL) and the layers separated. The aqueous portion was extracted wi... Starting materials: OCCCCNC(OC(C)(C)C)=O (tert-butyl 4-hydroxybutylcarbamate), N1=CC=CC=C1 (pyridine), C(OCC)(=O)Cl (ethyl chlorocarbonate). Solvent: C(C)(=O)OCC (Ethyl acetate), C(C)(=O)OCC (ethyl acetate). Conditions: time 24 hour. Yields the product C(OCCCCNC(=O)OC(C)(C)C)(OCC)=O (4-[(tert-Butoxycarbonyl)amino]butyl Ethyl Carbonate). The yield is 96.0%. Reaction SMILES: [OH:1][CH2:2][CH2:3][CH2:4][CH2:5][NH:6][C:7](=[O:13])[O:8][C:9]([CH3:12])([CH3:11])[CH3:10].N1C=CC=CC=1.[C:20](Cl)(=[O:24])[O:21][CH2:22][CH3:23]>C(OCC)(=O)C>[C:20](=[O:24])([O:21][CH2:22][CH3:23])[O:1][CH2:2][CH2:3][CH2:4][CH2:5][NH:6][C:7]([O:8][C:9]([CH3:10])([CH3:12])[CH3:11])=[O:13]. Procedure: To a mixture of tert-butyl 4-hydroxybutylcarbamate (3.71 g) obtained in Reference Example 35 and ethyl acetate (20 mL) were added pyridine (1.71 mL) and ethyl chlorocarbonate (2.55 g) under ice-cooling, and the mixture was stirred at room temperature for 24 hrs. Ethyl acetate (100 mL) was added to the reaction mixture, and the mixture was washed with water (50 mL), an aqueous copper sulfate solution (30 mL), water (30 mL) and saturated brine (30 mL) and dried over anhydrous magnesium sulfate. Co... Reactants: BrC1=CC=C(C=C1)C(CC(=O)C1=C(C=CC(=C1)Cl)Cl)C1=C(C=CC=C1)C (3-(4-bromo-phenyl)-1-(2,5-dichloro-phenyl)-3-o-tolyl-propan-1-one), Cl.NO (hydroxylamine hydrochloride), C(=O)(O)[O-].[Na+] (NaHCO3). The product is BrC1=CC=C(C=C1)C(CC(=NO)C1=C(C=CC(=C1)Cl)Cl)C1=C(C=CC=C1)C (3-(4-Bromo-phenyl)-1-(2,5-dichloro-phenyl)-3-o-tolyl-propan-1-one oxime). Reaction SMILES: [Br:1][C:2]1[CH:7]=[CH:6][C:5]([CH:8]([C:20]2[CH:25]=[CH:24][CH:23]=[CH:22][C:21]=2[CH3:26])[CH2:9][C:10]([C:12]2[CH:17]=[C:16]([Cl:18])[CH:15]=[CH:14][C:13]=2[Cl:19])=O)=[CH:4][CH:3]=1.Cl.[NH2:28][OH:29].C([O-])(O)=O.[Na+]>>[Br:1][C:2]1[CH:7]=[CH:6][C:5]([CH:8]([C:20]2[CH:25]=[CH:24][CH:23]=[CH:22][C:21]=2[CH3:26])[CH2:9][C:10]([C:12]2[CH:17]=[C:16]([Cl:18])[CH:15]=[CH:14][C:13]=2[Cl:19])=[N:28][OH:29])=[CH:4][CH:3]=1 |f:1.2,3.4|. Procedure details: In analogy to example 1, step 2, from 3-(4-bromo-phenyl)-1-(2,5-dichloro-phenyl)-3-o-tolyl-propan-1-one and hydroxylamine hydrochloride in the presence of NaHCO3 was prepared the title compound as a mixture of E and Z isomers (2.4:1) as a white foam, MS (EI): m/z=463 ([M]+, 1Br). Procedure: This compound was prepared according to General Method 6 (EXAMPLE 3) from (3R)-3-benzyl-3,4-dihydro-8-isopropoxy-10-(trifluoromethyl)-2H-[1,4]oxazino[2,3-f]quinoline (25.8 mg, 0.064 mmol) and NaBH4 (300 mg, 7.9 mmol) in 3 mL TFA, to afford 29.6 mg (95%) of (3R)-3-benzyl-3,4-dihydro-8-isopropoxy-4-(2,2,2-trifluoroethyl)-10-(trifluoromethyl)-2H-[1,4]oxazino[2,3-f]quinoline, a yellow solid, after column chromatography (1:9 EtOAc:hexane). 1H NMR (400 MHz, CDCl3) δ 7.51–7.10 (m, 8H), 5.51 (septet, 1H... As a reaction SMILES: [CH2:1]([C@@H:8]1[CH2:29][O:28][C:11]2=[C:12]3[C:17](=[CH:18][CH:19]=[C:10]2[NH:9]1)[N:16]=[C:15]([O:20][CH:21]([CH3:23])[CH3:22])[CH:14]=[C:13]3[C:24]([F:27])([F:26])[F:25])[C:2]1[CH:7]=[CH:6][CH:5]=[CH:4][CH:3]=1.[BH4-].[Na+]>C(O)(C(F)(F)F)=O>[CH2:1]([C@@H:8]1[CH2:29][O:28][C:11]2=[C:12]3[C:17](=[CH:18][CH:19]=[C:10]2[N:9]1[CH2:13][C:24]([F:27])([F:26])[F:25])[N:16]=[C:15]([O:20][CH:21]([CH3:23])[CH3:22])[CH:14]=[C:13]3[C:24]([F:25])([F:26])[F:27])[C:2]1[CH:3]=[CH:4][CH:5]=[CH:6][CH:7]=1 |f:1.2|. The solvent is C(=O)(C(F)(F)F)O (TFA). The product is C(C1=CC=CC=C1)[C@H]1N(C=2C(=C3C(=CC(=NC3=CC2)OC(C)C)C(F)(F)F)OC1)CC(F)(F)F ((3R)-3-benzyl-3,4-dihydro-8-isopropoxy-4-(2,2,2-trifluoroethyl)-10-(trifluoromethyl)-2H-[1,4]oxazino[2,3-f]quinoline). Yield: 190.9%. Starting materials: C(C1=CC=CC=C1)[C@H]1NC=2C(=C3C(=CC(=NC3=CC2)OC(C)C)C(F)(F)F)OC1 ((3R)-3-benzyl-3,4-dihydro-8-isopropoxy-10-(trifluoromethyl)-2H-[1,4]oxazino[2,3-f]quinoline), [BH4-].[Na+] (NaBH4). The reactants are Cl.Cl.NCCNC1=NC=C(C#N)C=C1 (6-[(2-Aminoethyl)amino]nicotinonitrile dihydrochloride), C(C)(C)N(C(C)C)CC (N,N-diisopropylethylamine), ClC1=NC(=NN2C1=C(N=C2C)C)C2=CC=CC=C2 (4-Chloro-5,7-dimethyl-2-phenylimidazo[5,1-f][1,2,4]triazine). Solvent: CS(=O)C (DMSO). Reaction conditions: temperature 150 celsius. Yields the product CC=1N=C(N2N=C(N=C(C21)NCCNC2=NC=C(C#N)C=C2)C2=CC=CC=C2)C (6-({2-[(5,7-Dimethyl-2-phenylimidazo[5,1-F][1,2,4]triazin-4-yl)-amino]ethyl}amino)nicotinonitrile). Reaction SMILES: Cl[C:2]1[C:7]2=[C:8]([CH3:12])[N:9]=[C:10]([CH3:11])[N:6]2[N:5]=[C:4]([C:13]2[CH:18]=[CH:17][CH:16]=[CH:15][CH:14]=2)[N:3]=1.Cl.Cl.[NH2:21][CH2:22][CH2:23][NH:24][C:25]1[CH:32]=[CH:31][C:28]([C:29]#[N:30])=[CH:27][N:26]=1.C(N(CC)C(C)C)(C)C>CS(C)=O>[CH3:12][C:8]1[N:9]=[C:10]([CH3:11])[N:6]2[C:7]=1[C:2]([NH:21][CH2:22][CH2:23][NH:24][C:25]1[CH:32]=[CH:31][C:28]([C:29]#[N:30])=[CH:27][N:26]=1)=[N:3][C:4]([C:13]1[CH:18]=[CH:17][CH:16]=[CH:15][CH:14]=1)=[N:5]2 |f:1.2.3|. Procedure details: 183 mg (0.71 mmol) of the 4-chloro-5,7-dimethyl-2-phenylimidazo[5,1-f][1,2,4]triazine (Example 16A) were initially charged in 4 ml of DMSO, and 200 mg (0.85 mmol) of 6-[(2-aminoethyl)-amino]nicotinonitrile (Example 2A) and 1.23 ml (7 mmol) of N,N-diisopropylethylamine were added and the mixture was heated at 150° C. for 12 h. Purification by chromatography on silica gel (mobile phase: dichloromethane/methanol 100:1) gave 10 mg (4% of theory) of the product. As a reaction SMILES: [NH2:1][NH2:2].C(O)C.[OH:6][C:7]([CH2:18][C:19](=O)[C:20]1[CH:25]=[CH:24][N:23]=[CH:22][CH:21]=1)([C:13]([O:15][CH2:16][CH3:17])=[O:14])[C:8](OCC)=[O:9].Cl.NN>CO.C(O)CO.N1C=CC=CC=1.O1CCCC1.O1CCOCC1.C(O)(C)C>[OH:6][C:7]1([C:13]([O:15][CH2:16][CH3:17])=[O:14])[CH2:18][C:19]([C:20]2[CH:25]=[CH:24][N:23]=[CH:22][CH:21]=2)=[N:2][NH:1][C:8]1=[O:9] |f:3.4|. Procedure: The preparation of lower-alkyy 2,3-dihydro-2-R-3-oxo-6-PY-4-pyridazinecarboxylates by reacting di-(lower-alkyl)hydroxy[2-oxo-2-PY-ethyl]propanedioate (II) with a hydrazine salt of the formula RNHNH2.nHxAn (III), where PY and R are defined as in formula I above and n, x and An are defined as in formula III above, is carried out by heating the reactants at about 60° C. to 100° C., preferably about 75° C. to 85° C., and preferably in the presence of a suitable solvent, e.g., a lower-alkanol such as... Product: OC1(C(NN=C(C1)C1=CC=NC=C1)=O)C(=O)OCC (ethyl 2,3,4,5-tetrahydro-4-hydroxy-3-oxo-6-(4-pyridinyl)-4-pyridazinecarboxylate). Reactants: 2,3-dihydro-2-R-3-oxo-6-PY-4-pyridazinecarboxylates, dihydrochlorides, ( III ), Cl.NN (hydrazine monohydrochloride), C(C)O (ethanol), R-hydrazine, lower-alkanol, di-(lower-alkyl)hydroxy[2-oxo-2-PY-ethyl]propanedioate, RNHNH2, OC(C(=O)OCC)(C(=O)OCC)CC(C1=CC=NC=C1)=O (diethyl hydroxy[2-oxo-2-(4-pyridinyl)ethyl]propanedioate), sulfates, NN (hydrazine), formula III. Run in O1CCOCC1 (dioxane), CO (methanol), CO (methanol), N1=CC=CC=C1 (pyridine), O1CCCC1 (tetrahydrofuran), C(C)(C)O (isopropyl alcohol), C(CO)O (ethylene glycol). The reactants are C1COCCO1, CCOC(C)=O, N#CC1=C(C#N)C(=O)C(Cl)=C(Cl)C1=O, CC12CCC(=O)NC1CCc1cc(-c3cccc([N+](=O)[O-])c3)ccc12. The product is CC12C=CC(=O)NC1CCc1cc(-c3cccc([N+](=O)[O-])c3)ccc12. RXN SMILES: [CH2:40]1[O:41][CH2:42][CH2:43][O:44][CH2:45]1.[CH3:46][CH2:47][O:48][C:49](=[O:50])[CH3:51].[Cl:26][C:27]1=[C:38]([Cl:39])[C:36](=[O:37])[C:33]([C:34]#[N:35])=[C:30]([C:31]#[N:32])[C:28]1=[O:29].[N+:1](=[O:2])([O-:3])[c:4]1[cH:5][c:6](-[c:10]2[cH:11][c:12]3[c:13]([cH:24][cH:25]2)[C:14]2([CH3:23])[CH2:15][CH2:16][C:17](=[O:22])[NH:18][CH:19]2[CH2:20][CH2:21]3)[cH:7][cH:8][cH:9]1>>[N+:1](=[O:2])([O-:3])[c:4]1[cH:5][c:6](-[c:10]2[cH:11][c:12]3[c:13]([cH:24][cH:25]2)[C:14]2([CH3:23])[CH:15]=[CH:16][C:17](=[O:22])[NH:18][CH:19]2[CH2:20][CH2:21]3)[cH:7][cH:8][cH:9]1.